From a dataset of the Open Reaction Database (ORD), a public repository of structured organic reaction records. describe an organic reaction: reactants, conditions, products, and yield The reactants are CN(CCC[Li])C (3-dimethylaminopropyllithium), [Cl-].[Cl-].C[Ga+2] (methylgallium dichloride). The solvent is C1=CC=CC=C1 (benzene), CCCCC (pentane). Reaction conditions: time 1 hour. Yields the product CN(CCC[Ga](C)CCCN(C)C)C (Bis-(3-dimethylaminopropyl)methylgallium). Reaction SMILES: [CH3:1][N:2]([CH3:7])[CH2:3][CH2:4][CH2:5][Li].[Cl-].[Cl-].[CH3:10][Ga+2:11]>CCCCC.C1C=CC=CC=1>[CH3:1][N:2]([CH3:7])[CH2:3][CH2:4][CH2:5][Ga:11]([CH2:5][CH2:4][CH2:3][N:2]([CH3:7])[CH3:1])[CH3:10] |f:1.2.3|. Reported procedure: 5 g of 3-dimethylaminopropyllithium (53.7 mmol) are suspended in 40 ml of pentane, and a solution of 4 g of methylgallium dichloride (25.7 mmol) in 20 ml of benzene is added dropwise. The mixture is first stirred at room temperature for one hour and then boiled under reflux for 6 hours. After cooling, the lithium chloride and excess lithium salt are filtered off and the solvent is stripped off in vacuo. The residue which remains is sublimed in vacuo at an oil bath temperature of 60° C. Bis-(3-di...